The task is: describe an organic reaction: reactants, conditions, products, and yield. This data is from the Open Reaction Database (ORD), a public repository of structured organic reaction records. Starting materials: CC(=O)OC(C)=O, NC(=O)Nc1ccc(OS(=O)(=O)c2cccc(C(F)(F)F)c2)cc1[N+](=O)[O-], O=S(=O)(O)O. The product is CC(=O)NC(=O)Nc1ccc(OS(=O)(=O)c2cccc(C(F)(F)F)c2)cc1[N+](=O)[O-]. Reaction SMILES: [CH3:33][C:34](=[O:35])[O:36][C:37](=[O:38])[CH3:39].[F:6][C:7]([c:8]1[cH:9][c:10]([S:14](=[O:15])(=[O:16])[O:17][c:18]2[cH:19][cH:20][c:21]([NH:27][C:28](=[O:29])[NH2:30])[c:22]([N+:24](=[O:25])[O-:26])[cH:23]2)[cH:11][cH:12][cH:13]1)([F:31])[F:32].[S:1](=[O:2])(=[O:3])([OH:4])[OH:5]>>[F:6][C:7]([c:8]1[cH:9][c:10]([S:14](=[O:15])(=[O:16])[O:17][c:18]2[cH:19][cH:20][c:21]([NH:27][C:28](=[O:29])[NH:30][C:34]([CH3:33])=[O:35])[c:22]([N+:24](=[O:25])[O-:26])[cH:23]2)[cH:11][cH:12][cH:13]1)([F:31])[F:32]. Starting materials: C(C)(=O)OCC.CCCCCC (ethyl acetate hexane), C(C=1C(O)=CC=CC1)(=O)OC (methyl salicylate), C([O-])([O-])=O.[Na+].[Na+] (sodium carbonate), C([O-])([O-])=O.[Na+].[Na+] (sodium carbonate), ICCCI (1,3-diiodopropane), ICCCI (1,3-diiodopropane). The solvent is CC(=O)C (acetone). Reaction conditions: time 18 hour. Product: ICCCOC1=C(C(=O)OC)C=CC=C1 (methyl 2-(3-iodopropoxy)-benzoate). Reaction SMILES: [C:1]([O:10][CH3:11])(=[O:9])[C:2]1[C:3](=[CH:5][CH:6]=[CH:7][CH:8]=1)[OH:4].C(=O)([O-])[O-].[Na+].[Na+].[I:18][CH2:19][CH2:20][CH2:21]I.C(OCC)(=O)C.CCCCCC>CC(C)=O>[I:18][CH2:19][CH2:20][CH2:21][O:4][C:3]1[CH:5]=[CH:6][CH:7]=[CH:8][C:2]=1[C:1]([O:10][CH3:11])=[O:9] |f:1.2.3,5.6|. Procedure details: Combine methyl salicylate (5.09 g, 33.2 mmol), sodium carbonate (10.56 g, 99.67 mmol), and 1,3-diiodopropane (29.49 g, 99.67 mmol) in acetone (200 mL). Heat to reflux. After 18 hours, add sodium carbonate (10.56 g, 99.67 mmol) and continue to heat at reflux. After 18 hours, add 1,3-diiodopropane (29.49 g, 99.67 mmol) and continue to heat at reflux. After 18 hours. filter the reaction mixture and concentrate the filtrate in vacuo to give a residue. Chromatograph the residue on silica gel eluting ... Starting materials: Cl.C1(CC1)COC1=C(C=C(C=C1)CC)C=1C2=C(N=CN1)C(=C(N2)C)C(=O)NC2CCNCC2 (4-[2-(cyclopropylmethoxy)-5-ethylphenyl]-6-methyl-N-(piperidin-4-yl)-5H-pyrrolo[3,2-d]pyrimidine-7-carboxamide hydrochloride), C(C)(=O)OCC(=O)Cl (2-chloro-2-oxoethyl acetate). The product is C1(CC1)COC1=C(C=C(C=C1)CC)C=1C2=C(N=CN1)C(=C(N2)C)C(=O)NC2CCN(CC2)C(CO)=O (4-[2-(Cyclopropylmethoxy)-5-ethylphenyl]-N-[1-(hydroxyacetyl)piperidin-4-yl]-6-methyl-5H-pyrrolo[3,2-d]pyrimidine-7-carboxamide). Reaction SMILES: Cl.[CH:2]1([CH2:5][O:6][C:7]2[CH:12]=[CH:11][C:10]([CH2:13][CH3:14])=[CH:9][C:8]=2[C:15]2[C:16]3[NH:23][C:22]([CH3:24])=[C:21]([C:25]([NH:27][CH:28]4[CH2:33][CH2:32][NH:31][CH2:30][CH2:29]4)=[O:26])[C:17]=3[N:18]=[CH:19][N:20]=2)[CH2:4][CH2:3]1.C([O:37][CH2:38][C:39](Cl)=[O:40])(=O)C>>[CH:2]1([CH2:5][O:6][C:7]2[CH:12]=[CH:11][C:10]([CH2:13][CH3:14])=[CH:9][C:8]=2[C:15]2[C:16]3[NH:23][C:22]([CH3:24])=[C:21]([C:25]([NH:27][CH:28]4[CH2:29][CH2:30][N:31]([C:38](=[O:37])[CH2:39][OH:40])[CH2:32][CH2:33]4)=[O:26])[C:17]=3[N:18]=[CH:19][N:20]=2)[CH2:4][CH2:3]1 |f:0.1|. Procedure details: Starting from 4-[2-(cyclopropylmethoxy)-5-ethylphenyl]-6-methyl-N-(piperidin-4-yl)-5H-pyrrolo[3,2-d]pyrimidine-7-carboxamide hydrochloride (example D.f48) and commercially available 2-chloro-2-oxoethyl acetate the title compound is obtained as colorless solid. The reactants are BrC1=NN(C2=CC=CC(=C12)[N+](=O)[O-])CC=1SC(=NN1)C (2-((3-bromo-4-nitro-1H-indazol-1-yl)methyl)-5-methyl-1,3,4-thiadiazole), C1(CC1)B(O)O (cyclopropylboronic acid), C([O-])([O-])=O.[K+].[K+] (potassium carbonate), C1(CCCCC1)P(C1=C(C=CC=C1)C1=C(C(=CC=C1OC)S(=O)(=O)[O-])OC)C1CCCCC1.[Na+] (sodium 2′-(dicyclohexylphosphino)-2,6-dimethoxybiphenyl-3-sulfonate). The reagents and catalysts are C(C)(=O)[O-].[Pd+2].C(C)(=O)[O-] (palladium acetate). Solvent: O (water), O1CCOCC1 (1,4-dioxane). Conditions: time 16 hour. The product is C1(CC1)C1=NN(C2=CC=CC(=C12)[N+](=O)[O-])CC=1SC(=NN1)C (2-((3-cyclopropyl-4-nitro-1H-indazol-1-yl)methyl)-5-methyl-1,3,4-thiadiazole). The yield is 15.5%. RXN SMILES: Br[C:2]1[C:10]2[C:5](=[CH:6][CH:7]=[CH:8][C:9]=2[N+:11]([O-:13])=[O:12])[N:4]([CH2:14][C:15]2[S:16][C:17]([CH3:20])=[N:18][N:19]=2)[N:3]=1.[CH:21]1(B(O)O)[CH2:23][CH2:22]1.C(=O)([O-])[O-].[K+].[K+].C1(P(C2CCCCC2)C2C=CC=CC=2C2C(OC)=CC=C(S([O-])(=O)=O)C=2OC)CCCCC1.[Na+]>O.C([O-])(=O)C.[Pd+2].C([O-])(=O)C.O1CCOCC1>[CH:21]1([C:2]2[C:10]3[C:5](=[CH:6][CH:7]=[CH:8][C:9]=3[N+:11]([O-:13])=[O:12])[N:4]([CH2:14][C:15]3[S:16][C:17]([CH3:20])=[N:18][N:19]=3)[N:3]=2)[CH2:23][CH2:22]1 |f:2.3.4,5.6,8.9.10|. Procedure details: A 10 mL round bottom flask equipped with a reflux condenser and a nitrogen line was charged with 2-((3-bromo-4-nitro-1H-indazol-1-yl)methyl)-5-methyl-1,3,4-thiadiazole (195 mg, 0.551 mmol), cyclopropylboronic acid (104 mg, 1.21 mmol), palladium acetate (7 mg, 0.031 mmol), potassium carbonate (258 mg, 1.87 mmol), and sodium 2′-(dicyclohexylphosphino)-2,6-dimethoxybiphenyl-3-sulfonate (32 mg, 0.062 mmol). To the flask was added a 1,4-dioxane:water mixture (5:1; 2.4 mL) and the flask was evacuated ... Reaction conditions: time 10 minute. Reported procedure: Diphenyl 1-(N-Benzyloxycarbonyl-L-prolyl)amino-2-(4-cyanophenyl)ethanephosphonate {Cbz-Pro-(4-CN-Phe)P (OPh)2 }. To a cooled solution of the phosphonate 4-CN-PheP (OPh)2.HBr (0.41 g, 0.9 mmole) and Cbz-Pro-OH (0.25 g, 1.0 mmole) in 20 mL CH2Cl2 was added 0.14 mL triethyl amine. After stirring for 10 min, DCC (0.21 g, 1.0 mmole) was added and the mixture was stirred at 0° C. for 2 h and at r.t. for 24 h. During this period, dicyclohexylurea (DCU) formed, was removed by filtration and the filtrate... Product: C(=O)(NC1CCCCC1)NC1CCCCC1 (dicyclohexylurea). Run in C(Cl)Cl (CH2Cl2), C(C)N(CC)CC (triethyl amine). Starting materials: C(C1=CC=CC=C1)OC(=O)N1[C@H](C(=O)NC(CC2=CC=C(C=C2)C#N)P(OC2=CC=CC=C2)(=O)OC2=CC=CC=C2)CCC1 (Diphenyl 1-(N-Benzyloxycarbonyl-L-prolyl)amino-2-(4-cyanophenyl)ethanephosphonate), C1CCC(CC1)N=C=NC2CCCCC2 (DCC), phosphonate 4-CN PheP (OPh)2, Br (HBr), N1([C@H](C(=O)O)CCC1)C(=O)OCC1=CC=CC=C1 (Cbz-Pro-OH). RXN SMILES: C([O:8]C(N1CCC[C@H]1C(NC(P(OC1C=CC=CC=1)(=O)OC1C=CC=CC=1)CC1C=CC(C#N)=CC=1)=O)=O)C1C=CC=CC=1.Br.N1(C(OCC2C=CC=CC=2)=O)CCC[C@H]1C(O)=O.[CH2:64]1[CH2:69][CH2:68][CH:67]([N:70]=[C:71]=[N:72][CH:73]2[CH2:78][CH2:77][CH2:76][CH2:75][CH2:74]2)[CH2:66][CH2:65]1>C(Cl)Cl.C(N(CC)CC)C>[C:71]([NH:70][CH:67]1[CH2:66][CH2:65][CH2:64][CH2:69][CH2:68]1)([NH:72][CH:73]1[CH2:78][CH2:77][CH2:76][CH2:75][CH2:74]1)=[O:8]. Yield: 52.0%. Reactants: C1(=CC=CC=C1)P(C1=CC=CC=C1)C1=C(C2=CC=CC=C2C=C1)C1=CC=CC2=CC=CC=C12 (diphenylphosphino-1,1′-binaphthyl), C([O-])([O-])=O.[Cs+].[Cs+] (cesium carbonate), C1(=CC=CC=C1)S(=O)(=O)C=1C=C(C=CC1)Br (3-Phenylsulfonylbromobenzene), C(C)(C)(C)OC(=O)N1CCNCC1 (1-(tert-butyloxycarbonyl)piperazine). Solvent: O1CCOCC1 (dioxane). Conditions: temperature 100 celsius. Product: C1(=CC=CC=C1)S(=O)(=O)C=1C=C(C=CC1)N1CCN(CC1)C(=O)OC(C)(C)C (1-(3-Phenylsulfonylphenyl)-4-tert-butyloxycarbonyl piperazine). The yield is 71.2%. RXN SMILES: C1(P(C2C=CC3C(=CC=CC=3)C=2C2C3C(=CC=CC=3)C=CC=2)C2C=CC=CC=2)C=CC=CC=1.C(=O)([O-])[O-].[Cs+].[Cs+].[C:40]1([S:46]([C:49]2[CH:50]=[C:51](Br)[CH:52]=[CH:53][CH:54]=2)(=[O:48])=[O:47])[CH:45]=[CH:44][CH:43]=[CH:42][CH:41]=1.[C:56]([O:60][C:61]([N:63]1[CH2:68][CH2:67][NH:66][CH2:65][CH2:64]1)=[O:62])([CH3:59])([CH3:58])[CH3:57]>O1CCOCC1>[C:40]1([S:46]([C:49]2[CH:50]=[C:51]([N:66]3[CH2:65][CH2:64][N:63]([C:61]([O:60][C:56]([CH3:59])([CH3:58])[CH3:57])=[O:62])[CH2:68][CH2:67]3)[CH:52]=[CH:53][CH:54]=2)(=[O:48])=[O:47])[CH:45]=[CH:44][CH:43]=[CH:42][CH:41]=1 |f:1.2.3|. Reported procedure: A solution of 2 2,2′-bis(diphenylphosphino-1,1′-binaphthyl (BINAP) (62 mg, 0.1 mmol) and cesium carbonate (329 mg, 1.01 mmol) in dry dioxane (2 ml) were sonicated for 45 min, under argon. To this solution was added 3-phenylsulfonylbromobenzene (D2) (200 mg, 0.67 mmol) and 1-(tert-butyloxycarbonyl)piperazine (314 mg, 1.68 mmol) and the reaction heated at 100° C. for 18 h. The reaction mixture was evaporated in vacuo and the residue partitioned between water (50 ml) and dichbromethane (50 ml). The...